From a dataset of the Open Reaction Database (ORD), a public repository of structured organic reaction records. describe an organic reaction: reactants, conditions, products, and yield Starting materials: [Li]C(C)(C)C, Cc1cc(N(Cc2ccccc2)Cc2ccccc2)c2c(c1I)CCC2, CC(C)c1cc(C=O)ccc1OCc1ccccc1, CCCCC, [Cl-], [NH4+], C1CCOC1. The product is Cc1cc(N(Cc2ccccc2)Cc2ccccc2)c2c(c1C(O)c1ccc(OCc3ccccc3)c(C(C)C)c1)CCC2. As a reaction SMILES: [C:27]([Li:28])([CH3:29])([CH3:30])[CH3:31].[CH2:1]([c:2]1[cH:3][cH:4][cH:5][cH:6][cH:7]1)[N:8]([c:9]1[c:10]2[c:14]([c:15]([I:19])[c:16]([CH3:18])[cH:17]1)[CH2:13][CH2:12][CH2:11]2)[CH2:20][c:21]1[cH:22][cH:23][cH:24][cH:25][cH:26]1.[CH2:32]([c:33]1[cH:34][cH:35][cH:36][cH:37][cH:38]1)[O:39][c:40]1[c:41]([CH:48]([CH3:49])[CH3:50])[cH:42][c:43]([CH:44]=[O:45])[cH:46][cH:47]1.[CH3:58][CH2:59][CH2:60][CH2:61][CH3:62].[Cl-:51].[NH4+:52].[O:53]1[CH2:54][CH2:55][CH2:56][CH2:57]1>>[CH2:1]([c:2]1[cH:3][cH:4][cH:5][cH:6][cH:7]1)[N:8]([c:9]1[c:10]2[c:14]([c:15]([CH:44]([c:43]3[cH:42][c:41]([CH:48]([CH3:49])[CH3:50])[c:40]([O:39][CH2:32][c:33]4[cH:34][cH:35][cH:36][cH:37][cH:38]4)[cH:47][cH:46]3)[OH:45])[c:16]([CH3:18])[cH:17]1)[CH2:13][CH2:12][CH2:11]2)[CH2:20][c:21]1[cH:22][cH:23][cH:24][cH:25][cH:26]1. Starting materials: O(S(=O)(=O)C(F)(F)F)C1=C(C2=CC=CC=C2C=C1)[N+](=O)[O-] (1-Nitronaphthalen-2-yl triflate), CC1=NN=C(O1)C1=CC=C(N)C=C1 (4-(5-methyl-[1,3,4]oxadiazol-2-yl)aniline). Yields the product [N+](=O)([O-])C1=C(C=CC2=CC=CC=C12)NC1=CC=C(C=C1)C=1OC(=NN1)C (1-Nitro-2-[4-(5-methyl-[1,3,4]oxadiazol-2-yl)phenyl]aminonaphthalene). Isolated yield 70.5%. Reaction SMILES: O([C:9]1[CH:18]=[CH:17][C:16]2[C:11](=[CH:12][CH:13]=[CH:14][CH:15]=2)[C:10]=1[N+:19]([O-:21])=[O:20])S(C(F)(F)F)(=O)=O.[CH3:22][C:23]1[O:27][C:26]([C:28]2[CH:34]=[CH:33][C:31]([NH2:32])=[CH:30][CH:29]=2)=[N:25][N:24]=1>>[N+:19]([C:10]1[C:11]2[C:16](=[CH:15][CH:14]=[CH:13][CH:12]=2)[CH:17]=[CH:18][C:9]=1[NH:32][C:31]1[CH:30]=[CH:29][C:28]([C:26]2[O:27][C:23]([CH3:22])=[N:24][N:25]=2)=[CH:34][CH:33]=1)([O-:21])=[O:20]. Reported procedure: 1-Nitronaphthalen-2-yl triflate (1.67 g, 5.2 mmol) and 4-(5-methyl-[1,3,4]oxadiazol-2-yl)aniline (0.91 g, 5.2 mmol) were used in a process similar to Example 1(1) to give the titled compound (1.27 g, yield 71%).